Task: describe an organic reaction: reactants, conditions, products, and yield. Dataset: the Open Reaction Database (ORD), a public repository of structured organic reaction records The reactants are [Cl-].[Zn+2].[Cl-] (zinc chloride), CC1=CC=C(C(C(=O)O)=C1)N (5-methyl-anthranilic acid). The solvent is C(CO)O (ethylene glycol), O (water). Conditions: temperature 130 celsius, time 2 hour. Product: [Zn].CC1=CC=C(C(C(=O)O)=C1)N (5-methylanthranilic acid zinc). Yield: 92.3%. RXN SMILES: [Cl-].[Zn+2:2].[Cl-].[CH3:4][C:5]1[CH:13]=[C:9]([C:10]([OH:12])=[O:11])[C:8]([NH2:14])=[CH:7][CH:6]=1>C(O)CO.O>[Zn:2].[CH3:4][C:5]1[CH:13]=[C:9]([C:10]([OH:12])=[O:11])[C:8]([NH2:14])=[CH:7][CH:6]=1 |f:0.1.2,6.7|. Reported procedure: 27.3 g (0.2 mol) of zinc chloride was dissolved in 500 ml of ethylene glycol. To the solution was gradually added 60.4 g (0.4 mol) of 5-methyl-anthranilic acid. After the addition, the mixture was stirred for 2 hours at 130° C. and then dispersed in 3 liters of water. The dispersion was subjected to filtration and the precipitate was washed with water until the filtrate water reached neutrality. The precipitate was then dried at 90° C. to obtain about 40 g of white powder.